This data is from the Open Reaction Database (ORD), a public repository of structured organic reaction records. The task is: describe an organic reaction: reactants, conditions, products, and yield Reactants: Clc1cccc(-c2onc3ccc(Br)cc23)c1, C1CCOC1, [Li]CCCC, CCCCCC, O=Cc1ccc(F)cc1. Yields the product OC(c1ccc(F)cc1)c1ccc2noc(-c3cccc(Cl)c3)c2c1. RXN SMILES: [Br:12][c:13]1[cH:14][cH:15][c:16]2[c:17]([c:18](-[c:21]3[cH:22][c:23]([Cl:27])[cH:24][cH:25][cH:26]3)[o:19][n:20]2)[cH:28]1.[CH2:38]1[O:39][CH2:40][CH2:41][CH2:42]1.[CH3:1][CH2:2][CH2:3][CH2:4][Li:5].[CH3:6][CH2:7][CH2:8][CH2:9][CH2:10][CH3:11].[F:29][c:30]1[cH:31][cH:32][c:33]([CH:34]=[O:35])[cH:36][cH:37]1>>[c:13]1([CH:34]([c:33]2[cH:32][cH:31][c:30]([F:29])[cH:37][cH:36]2)[OH:35])[cH:14][cH:15][c:16]2[c:17]([c:18](-[c:21]3[cH:22][c:23]([Cl:27])[cH:24][cH:25][cH:26]3)[o:19][n:20]2)[cH:28]1. The reactants are BrC1=C(SC=C1)C(=O)NC(C)C1=CN=C(N=N1)NC1=CC=C(C=C1)OC (3-bromo-N-[1-(3-{[4-(methyloxy)phenyl]amino}-1,2,4-triazin-6-yl)ethyl]-2-thiophenecarboxamide), BrC1=C(SC=C1)C(=O)NC(C)C1=CN=C(N=N1)NC1=CC=C(C=C1)OC (3-bromo-N-[1-(3-{[4-(methyloxy)phenyl]amino}-1,2,4-triazin-6-yl)ethyl]-2-thiophenecarboxamide), P(=O)(Cl)(Cl)Cl (phosphorus oxychloride). Solvent: ClCCCl (1,2-dichloroethane). Yields the product BrC1=C(SC=C1)C1=NC(=C2C=NC(=NN21)NC2=CC=C(C=C2)OC)C (7-(3-bromo-2-thienyl)-5-methyl-N-[4-(methyloxy)phenyl]imidazo[5,1-f][1,2,4]triazin-2-amine). The yield is 22.7%. RXN SMILES: [Br:1][C:2]1[CH:6]=[CH:5][S:4][C:3]=1[C:7]([NH:9][CH:10]([C:12]1[N:17]=[N:16][C:15]([NH:18][C:19]2[CH:24]=[CH:23][C:22]([O:25][CH3:26])=[CH:21][CH:20]=2)=[N:14][CH:13]=1)[CH3:11])=O.P(Cl)(Cl)(Cl)=O>ClCCCl>[Br:1][C:2]1[CH:6]=[CH:5][S:4][C:3]=1[C:7]1[N:17]2[C:12]([CH:13]=[N:14][C:15]([NH:18][C:19]3[CH:24]=[CH:23][C:22]([O:25][CH3:26])=[CH:21][CH:20]=3)=[N:16]2)=[C:10]([CH3:11])[N:9]=1. Procedure details: Applying the Cyclization Procedure 1, using 3-bromo-N-[1-(3-{[4-(methyloxy)phenyl]amino}-1,2,4-triazin-6-yl)ethyl]-2-thiophenecarboxamide (Intermediate 49) (159 mg, 0.37 mmol), 1,2-dichloroethane (7.3 mL) and phosphorus oxychloride (0.273 mL, 2.93 mmol), to afford 7-(3-bromo-2-thienyl)-5-methyl-N-[4-(methyloxy)phenyl]imidazo[5,1-f][1,2,4]triazin-2-amine (35 mg) as a yellow solid. MS m/z 416/418 (M+1).